This data is from the Open Reaction Database (ORD), a public repository of structured organic reaction records. The task is: describe an organic reaction: reactants, conditions, products, and yield Reactants: O=C([O-])[O-], CO, Cl, O=S(=O)(OCC(F)(F)F)C(F)(F)F, [K+], [K+], C1COCCOCCOCCOCCOCCO1, CN(C)C=O, O=C1NCCc2[nH]c3c(ccc4cnccc43)c21. Yields the product O=C1NCCc2c1c1ccc3cnccc3c1n2CC(F)(F)F. As a reaction SMILES: [C:32](=[O:33])([O-:34])[O-:35].[CH3:62][OH:63].[ClH:56].[F:19][C:20]([CH2:21][O:22][S:23]([C:24]([F:25])([F:26])[F:27])(=[O:28])=[O:29])([F:30])[F:31].[K+:36].[K+:37].[O:38]1[CH2:39][CH2:40][O:41][CH2:42][CH2:43][O:44][CH2:45][CH2:46][O:47][CH2:48][CH2:49][O:50][CH2:51][CH2:52][O:53][CH2:54][CH2:55]1.[O:57]=[CH:58][N:59]([CH3:60])[CH3:61].[cH:1]1[cH:2][n:3][cH:4][c:5]2[c:6]1[c:7]1[nH:8][c:9]3[c:14]([c:15]1[cH:16][cH:17]2)[C:13](=[O:18])[NH:12][CH2:11][CH2:10]3>>[cH:1]1[cH:2][n:3][cH:4][c:5]2[c:6]1[c:7]1[n:8]([CH2:21][C:20]([F:19])([F:30])[F:31])[c:9]3[c:14]([c:15]1[cH:16][cH:17]2)[C:13](=[O:18])[NH:12][CH2:11][CH2:10]3. The reactants are CC(COS(=O)(=O)C1=CC=C(C=C1)C)[C@H]1CC[C@H]2C3=CC=C4C[C@H](C[C@@H]([C@]4(C)[C@H]3CC[C@]12C)O[Si](C)(C)C(C)(C)C)O[Si](C)(C)C(C)(C)C (20-methyl-1α,3β-bis(t-butyldimethylsilyloxy)-21-p-toluenesulfonyloxypregna-5,7 -diene), [I-] (iodide), C(CC(C)C)[Li] (isoamyllithium), [Cl-].[NH4+] (ammonium chloride). Solvent: C(C)OCC (diethyl ether), C(C)OCC (diethyl ether), C(C)OCC (diethyl ether), C(C)OCC (diethyl ether). Run at temperature -30 celsius, time 1 hour. Product: CC(C)CCC[C@@H](C)[C@H]1CC[C@H]2C3=CC=C4C[C@H](C[C@@H]([C@]4(C)[C@H]3CC[C@]12C)O)O (cholesta-5,7-diene-1α,3β-diol). Reaction SMILES: [CH3:1][CH:2]([C@@H:15]1[C@:32]2([CH3:33])[C@H:18]([C:19]3[C@H:29]([CH2:30][CH2:31]2)[C@:27]2([CH3:28])[C:22]([CH2:23][C@@H:24]([O:42][Si](C(C)(C)C)(C)C)[CH2:25][C@@H:26]2[O:34][Si](C(C)(C)C)(C)C)=[CH:21][CH:20]=3)[CH2:17][CH2:16]1)[CH2:3]OS(C1C=CC(C)=CC=1)(=O)=O.[I-].[CH2:51]([Li])[CH2:52][CH:53]([CH3:55])[CH3:54].[Cl-].[NH4+]>C(OCC)C>[CH3:54][CH:53]([CH2:52][CH2:51][CH2:3][C@H:2]([C@@H:15]1[C@:32]2([CH3:33])[C@H:18]([C:19]3[C@H:29]([CH2:30][CH2:31]2)[C@:27]2([CH3:28])[C:22]([CH2:23][C@@H:24]([OH:42])[CH2:25][C@@H:26]2[OH:34])=[CH:21][CH:20]=3)[CH2:17][CH2:16]1)[CH3:1])[CH3:55] |f:3.4|. Procedure: A solution of 99 mg of 20-methyl-1α,3β-bis(t-butyldimethylsilyloxy)-21-p-toluenesulfonyloxypregna-5,7 -diene in 2 ml of diethyl ether was added dropwise, at -50° C. to -60° C., to a diethyl ether solution of iodide and 0.9 ml of a 1.1N diethyl ether solution of isoamyllithium in 2 ml of diethyl ether. After stirring at -30° C. for 1 hour, the reaction mixture was poured into a cold aqueous solution of ammonium chloride, followed by extraction with diethyl ether. The extract was washed with 10% a...